Dataset: the Open Reaction Database (ORD), a public repository of structured organic reaction records. Task: describe an organic reaction: reactants, conditions, products, and yield The reactants are CO.C(Cl)Cl (MeOH DCM), C1(CC1)NC(=O)NC1=CC(=C(C=C1)OC1=C2C(=NC=C1)C=C(S2)C2=NC=C(C=C2)CN2CCN(CC2)C(CO)=O)F (1-cyclopropyl-3-(3-fluoro-4-(2-(5-((4-(2-hydroxyacetyl)piperazin-1-yl)methyl)pyridin-2-yl)thieno[3,2-b]pyridin-7-yloxy)phenyl)urea), C(=O)(OC(C)(C)C)N[C@@H](C(C)C)C(=O)O (Boc-L-valine), C1CCC(CC1)N=C=NC2CCCCC2 (DCC). Reagents/catalysts: CN(C)C=1C=CN=CC1 (DMAP). The solvent is CN(C)C=O (DMF). Run at time 24 hour. Yields the product C(C)(C)(C)OC(=O)N[C@H](C(=O)OCC(=O)N1CCN(CC1)CC=1C=NC(=CC1)C1=CC2=NC=CC(=C2S1)OC1=C(C=C(C=C1)NC(=O)NC1CC1)F)C(C)C ((S)-2-(4-((6-(7-(4-(3-cyclopropylureido)-2-fluorophenoxy)thieno[3,2-b]pyridin-2-yl)pyridin-3-yl)methyl)piperazin-1-yl)-2-oxoethyl 2-(tert-butoxycarbonylamino)-3-methylbutanoate). Isolated yield 97.5%. Reaction SMILES: [CH:1]1([NH:4][C:5]([NH:7][C:8]2[CH:13]=[CH:12][C:11]([O:14][C:15]3[CH:20]=[CH:19][N:18]=[C:17]4[CH:21]=[C:22]([C:24]5[CH:29]=[CH:28][C:27]([CH2:30][N:31]6[CH2:36][CH2:35][N:34]([C:37](=[O:40])[CH2:38][OH:39])[CH2:33][CH2:32]6)=[CH:26][N:25]=5)[S:23][C:16]=34)=[C:10]([F:41])[CH:9]=2)=[O:6])[CH2:3][CH2:2]1.[C:42]([NH:49][C@H:50]([C:54](O)=[O:55])[CH:51]([CH3:53])[CH3:52])([O:44][C:45]([CH3:48])([CH3:47])[CH3:46])=[O:43].C1CCC(N=C=NC2CCCCC2)CC1.CO.C(Cl)Cl>CN(C1C=CN=CC=1)C.CN(C=O)C>[C:45]([O:44][C:42]([NH:49][C@@H:50]([CH:51]([CH3:53])[CH3:52])[C:54]([O:39][CH2:38][C:37]([N:34]1[CH2:33][CH2:32][N:31]([CH2:30][C:27]2[CH:26]=[N:25][C:24]([C:22]3[S:23][C:16]4[C:17](=[N:18][CH:19]=[CH:20][C:15]=4[O:14][C:11]4[CH:12]=[CH:13][C:8]([NH:7][C:5]([NH:4][CH:1]5[CH2:2][CH2:3]5)=[O:6])=[CH:9][C:10]=4[F:41])[CH:21]=3)=[CH:29][CH:28]=2)[CH2:36][CH2:35]1)=[O:40])=[O:55])=[O:43])([CH3:48])([CH3:47])[CH3:46] |f:3.4|. Procedure: To a stirred solution of 74 (117 mg, 0.20 mmol), Boc-L-valine (132 mg, 0.61 mmol) and DMAP (25 mg, 0.20 mmol) in anhydrous DMF (4 ml) under nitrogen was added DCC reagent (251 mg, 1.22 mmol), and the reaction mixture was stirred at rt for 24 h. The reaction mixture was partitioned between AcOEt and a saturated aqueous solution of sodium bicarbonate. After separation, the organic layer was successively washed with a saturated aqueous solution of sodium bicarbonate, a saturated aqueous solution of... The reactants are O=S(=O)([O-])C1CC(OCc2ccccc2)C1, CCN(C(C)C)C(C)C, ClCCl, [K+], O=P(Cl)(Cl)Cl. The product is O=S(=O)(Cl)C1CC(OCc2ccccc2)C1. RXN SMILES: [CH2:6]([c:7]1[cH:8][cH:9][cH:10][cH:11][cH:12]1)[O:13][CH:14]1[CH2:15][CH:16]([S:18](=[O:19])(=[O:20])[O-:21])[CH2:17]1.[CH:23]([N:24]([CH:25]([CH3:26])[CH3:27])[CH2:28][CH3:29])([CH3:30])[CH3:31].[Cl:32][CH2:33][Cl:34].[K+:22].[P:1]([Cl:2])([Cl:3])([Cl:4])=[O:5]>>[Cl:3][S:18]([CH:16]1[CH2:15][CH:14]([O:13][CH2:6][c:7]2[cH:8][cH:9][cH:10][cH:11][cH:12]2)[CH2:17]1)(=[O:19])=[O:21]. Reactants: CCc1ccccc1O, Cc1ccccc1, ClCc1ccccc1, Cl, [K+], CN(C)C=O, [OH-]. Yields the product CCc1ccccc1OCc1ccccc1. RXN SMILES: [CH2:1]([CH3:2])[c:3]1[c:4]([OH:9])[cH:5][cH:6][cH:7][cH:8]1.[CH3:21][c:22]1[cH:23][cH:24][cH:25][cH:26][cH:27]1.[Cl:10][CH2:11][c:12]1[cH:13][cH:14][cH:15][cH:16][cH:17]1.[ClH:20].[K+:19].[O:28]=[CH:29][N:30]([CH3:31])[CH3:32].[OH-:18]>>[CH2:1]([CH3:2])[c:3]1[c:4]([O:9][CH2:11][c:12]2[cH:13][cH:14][cH:15][cH:16][cH:17]2)[cH:5][cH:6][cH:7][cH:8]1. Starting materials: BrC=1C=C(C=CC1)CC(=O)OC (Methyl 3-bromophenylacetate), C=C (ethylene). Yields the product 3,3′-bis-[(carbo-methoxy)methyl]stilbene, C(=C)C=1C=C(C=CC1)CC(=O)OC (methyl 3-(ethenyl)phenyl-acetate). Reaction SMILES: Br[C:2]1[CH:3]=[C:4]([CH2:8][C:9]([O:11][CH3:12])=[O:10])[CH:5]=[CH:6][CH:7]=1.[CH2:13]=[CH2:14]>>[CH:13]([C:2]1[CH:3]=[C:4]([CH2:8][C:9]([O:11][CH3:12])=[O:10])[CH:5]=[CH:6][CH:7]=1)=[CH2:14]. Reported procedure: Methyl 3-bromophenylacetate (8.0 g, 34.9 mmol) was reacted with ethylene using the procedure described in Example 6, step 1. The crude reaction product was purified by column chromatography (SiO2, 5% EtOAc in petroleum ether) to give 3,3′-bis-[(carbo-methoxy)methyl]stilbene and methyl 3-(ethenyl)phenyl-acetate as a white solid mixture. The reactants are C(C)(C)(C)OC(=O)N[C@H](C(=O)OCC(C1=CC=CC=C1)=O)CC1=CC=C(C=C1)OCC#CC (2-Oxo-2-phenyl-ethyl (S)-2-tert-butoxycarbonylamino-3-(4-but-2-ynyloxy-phenyl)-propionate), FC(C(=O)O)(F)F (trifluoroacetic acid). The solvent is C(Cl)Cl (methylene chloride). Conditions: time 30 minute. The product is FC(C(=O)O)(F)F.N[C@H](C(=O)OCC(C1=CC=CC=C1)=O)CC1=CC=C(C=C1)OCC#CC (2-oxo-2-phenyl-ethyl (S)-2-amino-3-(4-but-2-ynyloxy-phenyl)-propionate trifluoroacetate). RXN SMILES: C(OC([NH:8][C@@H:9]([CH2:22][C:23]1[CH:28]=[CH:27][C:26]([O:29][CH2:30][C:31]#[C:32][CH3:33])=[CH:25][CH:24]=1)[C:10]([O:12][CH2:13][C:14](=[O:21])[C:15]1[CH:20]=[CH:19][CH:18]=[CH:17][CH:16]=1)=[O:11])=O)(C)(C)C.[F:34][C:35]([F:40])([F:39])[C:36]([OH:38])=[O:37]>C(Cl)Cl>[F:34][C:35]([F:40])([F:39])[C:36]([OH:38])=[O:37].[NH2:8][C@@H:9]([CH2:22][C:23]1[CH:28]=[CH:27][C:26]([O:29][CH2:30][C:31]#[C:32][CH3:33])=[CH:25][CH:24]=1)[C:10]([O:12][CH2:13][C:14](=[O:21])[C:15]1[CH:20]=[CH:19][CH:18]=[CH:17][CH:16]=1)=[O:11] |f:3.4|. Reported procedure: 2-Oxo-2-phenyl-ethyl (S)-2-tert-butoxycarbonylamino-3-(4-but-2-ynyloxy-phenyl)-propionate (275 mg) was dissolved in methylene chloride (5.0 mL), and trifluoroacetic acid (1.0 mL) was added. The mixture was reacted with stirring for 30 minutes. After completing the reaction, the solvent was distilled off under reduced pressure. An appropriate amount (ca. 5 mL) of toluene was added and the mixture was concentrated in vacuo three times (azeotropic distillation) to obtain 290 mg of the target compou...